This data is from the Open Reaction Database (ORD), a public repository of structured organic reaction records. The task is: describe an organic reaction: reactants, conditions, products, and yield The reactants are Cl, CC(NC(=O)Cc1cc(F)cc(F)c1)C(=O)O, COCC(=O)C1C(=O)N(N)c2ccccc2-c2ccccc21. Yields the product COCC(=O)C1C(=O)N(NC(=O)C(C)NC(=O)Cc2cc(F)cc(F)c2)c2ccccc2-c2ccccc21. Reaction SMILES: [ClH:18].[F:1][c:2]1[cH:3][c:4]([CH2:9][C:10](=[O:11])[NH:12][CH:13]([CH3:14])[C:15](=[O:16])[OH:17])[cH:5][c:6]([F:8])[cH:7]1.[NH2:19][N:20]1[c:21]2[c:22]([cH:37][cH:38][cH:39][cH:40]2)-[c:23]2[c:24]([cH:33][cH:34][cH:35][cH:36]2)[CH:25]([C:28]([CH2:29][O:30][CH3:31])=[O:32])[C:26]1=[O:27]>>[F:1][c:2]1[cH:3][c:4]([CH2:9][C:10](=[O:11])[NH:12][CH:13]([CH3:14])[C:15](=[O:17])[NH:19][N:20]2[c:21]3[c:22]([cH:37][cH:38][cH:39][cH:40]3)-[c:23]3[c:24]([cH:33][cH:34][cH:35][cH:36]3)[CH:25]([C:28]([CH2:29][O:30][CH3:31])=[O:32])[C:26]2=[O:27])[cH:5][c:6]([F:8])[cH:7]1.